The task is: describe an organic reaction: reactants, conditions, products, and yield. This data is from the Open Reaction Database (ORD), a public repository of structured organic reaction records. The reactants are Cl, O=c1c(=O)c2ccc(O)cc2c1=O, NNC(=O)Nc1ccccc1. Yields the product O=C(NN=c1c(=O)c2ccc(O)cc2c1=O)Nc1ccccc1. RXN SMILES: [ClH:14].[OH:1][c:2]1[cH:3][c:4]2[c:5](=[O:13])[c:6](=[O:12])[c:7](=[O:11])[c:8]2[cH:9][cH:10]1.[c:15]1([NH:21][C:22]([NH:23][NH2:24])=[O:25])[cH:16][cH:17][cH:18][cH:19][cH:20]1>>[OH:1][c:2]1[cH:3][c:4]2[c:5](=[O:13])[c:6](=[N:24][NH:23][C:22]([NH:21][c:15]3[cH:16][cH:17][cH:18][cH:19][cH:20]3)=[O:25])[c:7](=[O:11])[c:8]2[cH:9][cH:10]1.